Dataset: the Open Reaction Database (ORD), a public repository of structured organic reaction records. Task: describe an organic reaction: reactants, conditions, products, and yield Starting materials: Cl.CC(C)(C)C1=CC=C(C=C1)C=1N=C(SC1C1=CC=NC=C1)NC(CCl)=O (N-[4-[4-(1,1-dimethylethyl)phenyl]-5-(4-pyridyl)-1,3-thiazol-2-yl]-2-chloroacetamide hydrochloride), [O-]C#N.[Na+] (sodium cyanate), C(O)([O-])=O.[Na+] (sodium hydrogen carbonate). The solvent is CS(=O)C (dimethylsulfoxide). Conditions: time 14 hour. Product: NC1=CC(N=C2N1C(=C(S2)C2=CC=NC=C2)C2=CC=C(C=C2)C(C)(C)C)=O (5-Amino-3-[4-(1,1-dimethylethyl)phenyl]-2-(4-pyridyl)-7H-thiazolo[3,2-a]pyrimidin-7-one). Yield: 15.7%. As a reaction SMILES: Cl.[CH3:2][C:3]([C:6]1[CH:11]=[CH:10][C:9]([C:12]2[N:13]=[C:14]([NH:23][C:24](=[O:27])[CH2:25]Cl)[S:15][C:16]=2[C:17]2[CH:22]=[CH:21][N:20]=[CH:19][CH:18]=2)=[CH:8][CH:7]=1)([CH3:5])[CH3:4].[O-][C:29]#[N:30].[Na+].C(=O)([O-])O.[Na+]>CS(C)=O>[NH2:30][C:29]1[N:13]2[C:12]([C:9]3[CH:10]=[CH:11][C:6]([C:3]([CH3:5])([CH3:4])[CH3:2])=[CH:7][CH:8]=3)=[C:16]([C:17]3[CH:22]=[CH:21][N:20]=[CH:19][CH:18]=3)[S:15][C:14]2=[N:23][C:24](=[O:27])[CH:25]=1 |f:0.1,2.3,4.5|. Procedure: To a solution of N-[4-[4-(1,1-dimethylethyl)phenyl]-5-(4-pyridyl)-1,3-thiazol-2-yl]-2-chloroacetamide hydrochloride (1.0 g) in dimethylsulfoxide (5 mL) was added sodium cyanate (0.24 g). The mixture was stirred at room temperature for 14 hours. An aqueous solution of sodium hydrogen carbonate was added to the reaction mixture and the mixture was extracted with a mixed solvent of ethyl acetate-tetrahydrofuran (1:1). The extract was washed with brine, dried over anhydrous sodium sulfate and filter... Starting materials: CN(C)[P+](Cl)(N(C)C)N(C)C, CN1CCCC1=O, CCN(C(C)C)C(C)C, [O-][Cl+3]([O-])([O-])[O-], O=C(O)CCN1CCCCC1, NCCCN(C(=O)c1cccs1)c1nc(-c2cc3ccccc3o2)cs1. Product: O=C(CCN1CCCCC1)NCCCN(C(=O)c1cccs1)c1nc(-c2cc3ccccc3o2)cs1. RXN SMILES: [CH3:17][N:18]([P+:19]([N:20]([CH3:21])[CH3:22])([N:23]([CH3:24])[CH3:25])[Cl:26])[CH3:27].[CH3:63][N:64]1[CH2:65][CH2:66][CH2:67][C:68]1=[O:69].[CH:28]([N:29]([CH2:30][CH3:31])[CH:32]([CH3:33])[CH3:34])([CH3:35])[CH3:36].[Cl+3:12]([O-:13])([O-:14])([O-:15])[O-:16].[N:1]1([CH2:7][CH2:8][C:9](=[O:10])[OH:11])[CH2:2][CH2:3][CH2:4][CH2:5][CH2:6]1.[NH2:37][CH2:38][CH2:39][CH2:40][N:41]([C:42](=[O:43])[c:44]1[s:45][cH:46][cH:47][cH:48]1)[c:49]1[s:50][cH:51][c:52](-[c:54]2[o:55][c:56]3[c:57]([cH:58]2)[cH:59][cH:60][cH:61][cH:62]3)[n:53]1>>[N:1]1([CH2:7][CH2:8][C:9](=[O:11])[NH:37][CH2:38][CH2:39][CH2:40][N:41]([C:42](=[O:43])[c:44]2[s:45][cH:46][cH:47][cH:48]2)[c:49]2[s:50][cH:51][c:52](-[c:54]3[o:55][c:56]4[c:57]([cH:58]3)[cH:59][cH:60][cH:61][cH:62]4)[n:53]2)[CH2:2][CH2:3][CH2:4][CH2:5][CH2:6]1. The reactants are NC1=NC2(CO1)c1cc(-c3cccnc3F)ccc1Oc1ncc(Br)cc12, C1CCOC1, CCOC(C)=O, C#CC(C)(C)C, [Cu]I, CN(C)C=O, O, c1ccc(P(c2ccccc2)(c2ccccc2)[Pd](P(c2ccccc2)(c2ccccc2)c2ccccc2)(P(c2ccccc2)(c2ccccc2)c2ccccc2)P(c2ccccc2)(c2ccccc2)c2ccccc2)cc1. Yields the product CC(C)(C)C#Cc1cnc2c(c1)C1(COC(N)=N1)c1cc(-c3cccnc3F)ccc1O2. RXN SMILES: [Br:1][c:2]1[cH:3][c:4]2[c:5]([n:6][cH:7]1)[O:8][c:9]1[cH:10][cH:11][c:12](-[c:21]3[c:22]([F:27])[n:23][cH:24][cH:25][cH:26]3)[cH:13][c:14]1[C:15]21[N:16]=[C:17]([NH2:20])[O:18][CH2:19]1.[CH2:28]1[O:29][CH2:30][CH2:31][CH2:32]1.[CH3:123][CH2:124][O:125][C:126]([CH3:127])=[O:128].[CH3:38][C:39]([C:40]#[CH:41])([CH3:42])[CH3:43].[Cu:121][I:122].[O:33]=[CH:34][N:35]([CH3:36])[CH3:37].[OH2:129].[cH:44]1[cH:45][cH:46][c:47]([P:48]([Pd:49]([P:50]([c:51]2[cH:52][cH:53][cH:54][cH:55][cH:56]2)([c:57]2[cH:58][cH:59][cH:60][cH:61][cH:62]2)[c:63]2[cH:64][cH:65][cH:66][cH:67][cH:68]2)([P:69]([c:70]2[cH:71][cH:72][cH:73][cH:74][cH:75]2)([c:76]2[cH:77][cH:78][cH:79][cH:80][cH:81]2)[c:82]2[cH:83][cH:84][cH:85][cH:86][cH:87]2)[P:88]([c:89]2[cH:90][cH:91][cH:92][cH:93][cH:94]2)([c:95]2[cH:96][cH:97][cH:98][cH:99][cH:100]2)[c:101]2[cH:102][cH:103][cH:104][cH:105][cH:106]2)([c:107]2[cH:108][cH:109][cH:110][cH:111][cH:112]2)[c:113]2[cH:114][cH:115][cH:116][cH:117][cH:118]2)[cH:119][cH:120]1>>[c:2]1([C:41]#[C:40][C:39]([CH3:38])([CH3:42])[CH3:43])[cH:3][c:4]2[c:5]([n:6][cH:7]1)[O:8][c:9]1[cH:10][cH:11][c:12](-[c:21]3[c:22]([F:27])[n:23][cH:24][cH:25][cH:26]3)[cH:13][c:14]1[C:15]21[N:16]=[C:17]([NH2:20])[O:18][CH2:19]1. The reactants are [N-]=C=O (isocyanate), diamine, tetrahydroxyalkylammonium hydroxide, resultant product, tolylene diisocyanates, CCCCO[C@@H](CC)CO (polytetramethylene glycol), [OH-].C(CCC)[N+](CCCC)(CCCC)CCCC (tetrabutylammonium hydroxide), ( c ), ( b ), ( a ). Solvent: C(COCCO)O (diethylene glycol). Conditions: temperature 85 celsius, time 40 second. Product: NC(=O)OCC.NC(=O)N (urethane urea). RXN SMILES: [N-:1]=[C:2]=[O:3].CC[CH2:6][CH2:7][O:8][C@H](CO)CC.[OH-].C([N+:19](CCCC)(CCCC)CCCC)CCC>C(O)COCCO>[NH2:1][C:2]([O:8][CH2:7][CH3:6])=[O:3].[NH2:1][C:2]([NH2:19])=[O:3] |f:2.3,5.6|. Procedure: Elastomeric urethane-urea copolymers were prepared by reacting 200 g of an isocyanate-terminated prepolymer with 35 g of 1,2-bis (2-aminophenylthio)ethane. The prepolymer had been previously prepared by reacting 2 moles of a commercially available mixture of isomeric tolylene diisocyanates for every mole of polytetramethylene glycol. The resultant product contained approximately 6.3% by weight of unreacted isocyanate groups. Prior to being combined with the diamine the prepolymer was degassed by... RXN SMILES: [C:1]([CH3:2])([CH3:3])([CH3:4])[O:5][C:6]([N:7]([c:8]1[n:9][cH:10][n:11][c:12]2[n:13][cH:14][cH:15][n:16][c:17]12)[CH2:18][CH2:19][c:20]1[cH:21][cH:22][c:23]([O:26][Si:27]([C:28]([CH3:29])([CH3:30])[CH3:31])([CH3:32])[CH3:33])[cH:24][cH:25]1)=[O:34].[CH2:38]1[O:39][CH2:40][CH2:41][CH2:42]1.[Cl:35][CH2:36][Cl:37]>>[C:1]([CH3:2])([CH3:3])([CH3:4])[O:5][C:6]([N:7]([c:8]1[n:9][cH:10][n:11][c:12]2[n:13][cH:14][cH:15][n:16][c:17]12)[CH2:18][CH2:19][c:20]1[cH:21][cH:22][c:23]([OH:26])[cH:24][cH:25]1)=[O:34]. Reactants: CC(C)(C)OC(=O)N(CCc1ccc(O[Si](C)(C)C(C)(C)C)cc1)c1ncnc2nccnc12, C1CCOC1, ClCCl. Yields the product CC(C)(C)OC(=O)N(CCc1ccc(O)cc1)c1ncnc2nccnc12. Starting materials: [O-2].[Mg+2] (magnesium oxide), O (water), C1(=CC=CC=C1)S(=O)(=O)Cl (benzenesulfonyl chloride), NCCCCO (4-Aminobutanol), C1CCOC1 (THF). Reaction conditions: time 2 hour. Yields the product COCOCCCCNS(=O)(=O)C1=CC=CC=C1 (N-(4-(methoxymethoxy)butyl)benzenesulfonamide). As a reaction SMILES: [NH2:1][CH2:2][CH2:3][CH2:4][CH2:5][OH:6].[O-2].[Mg+2].O.[C:10]1([S:16](Cl)(=[O:18])=[O:17])[CH:15]=[CH:14][CH:13]=[CH:12][CH:11]=1.C1[CH2:24][O:23][CH2:22]C1>>[CH3:22][O:23][CH2:24][O:6][CH2:5][CH2:4][CH2:3][CH2:2][NH:1][S:16]([C:10]1[CH:15]=[CH:14][CH:13]=[CH:12][CH:11]=1)(=[O:18])=[O:17] |f:1.2|. Procedure details: 4-Aminobutanol (700 mg) was dissolved in THF (12.5 mL). To the solution, magnesium oxide (1.58 g), water (3.2 mL), and benzenesulfonyl chloride (1.15 mL) were added, and the mixture was stirred at room temperature for 2 hours. The precipitate was removed by filtration, and washed with chloroform (50 mL). Then, the combined filtrate was concentrated under reduced pressure. To the residue, water (20 mL) was added, and the resultant mixture was then extracted with ethyl acetate (20 mL). The organic... Starting materials: C([O-])([O-])=O.[Na+].[Na+] (sodium carbonate), C1(CCCC1)N1[C@@H](C(N(C=2C=NC(=NC12)NC=1C=CC(=C2CCOC21)C(=O)O)C)=O)CC (7-[[(7R)-8-cyclopentyl-7-ethyl-5-methyl-6-oxo-7H-pteridin-2-yl]amino]-2,3-dihydrobenzofuran-4-carboxylic acid), F[B-](F)(F)F.N1(N=NC2=C1C=CC=C2)OC(=[N+](C)C)N(C)C (O-(benzotriazol-1-yl)-N,N,N′,N′-tetra methyluronium tetrafluoroborate), C(C)(C)N(CC)C(C)C (diisopropylethylamine), C(C1=CC=CC=C1)N1C[C@H](OCC1)CN ([(2R)-4-benzylmorpholin-2-yl]methanamine). The solvent is ClCCl (dichloromethane), ClCCl (dichloromethane). Product: C(C1=CC=CC=C1)N1C[C@H](OCC1)CNC(=O)C=1C=CC(=C2C1CCO2)NC2=NC=1N([C@@H](C(N(C1C=N2)C)=O)CC)C2CCCC2 (N-[[(2R)-4-benzylmorpholin-2-yl]methyl]-7-[[(7R)-8-cyclopentyl-7-ethyl-5-methyl-6-oxo-7H-pteridin-2-yl]amino]-2,3-dihydrobenzofuran-4-carboxamide). The yield is 93.9%. Reaction SMILES: [CH:1]1([N:6]2[C:15]3[N:14]=[C:13]([NH:16][C:17]4[CH:18]=[CH:19][C:20]([C:26](O)=[O:27])=[C:21]5[C:25]=4[O:24][CH2:23][CH2:22]5)[N:12]=[CH:11][C:10]=3[N:9]([CH3:29])[C:8](=[O:30])[C@H:7]2[CH2:31][CH3:32])[CH2:5][CH2:4][CH2:3][CH2:2]1.F[B-](F)(F)F.N1(OC(N(C)C)=[N+](C)C)C2C=CC=CC=2N=N1.C(N(C(C)C)CC)(C)C.[CH2:64]([N:71]1[CH2:76][CH2:75][O:74][C@H:73]([CH2:77][NH2:78])[CH2:72]1)[C:65]1[CH:70]=[CH:69][CH:68]=[CH:67][CH:66]=1.C(=O)([O-])[O-].[Na+].[Na+]>ClCCl>[CH2:64]([N:71]1[CH2:76][CH2:75][O:74][C@H:73]([CH2:77][NH:78][C:26]([C:20]2[CH:19]=[CH:18][C:17]([NH:16][C:13]3[N:12]=[CH:11][C:10]4[N:9]([CH3:29])[C:8](=[O:30])[C@@H:7]([CH2:31][CH3:32])[N:6]([CH:1]5[CH2:5][CH2:4][CH2:3][CH2:2]5)[C:15]=4[N:14]=3)=[C:25]3[O:24][CH2:23][CH2:22][C:21]=23)=[O:27])[CH2:72]1)[C:65]1[CH:66]=[CH:67][CH:68]=[CH:69][CH:70]=1 |f:1.2,5.6.7|. Reported procedure: 7-[[(7R)-8-Cyclopentyl-7-ethyl-5-methyl-6-oxo-7H-pteridin-2-yl]amino]-2,3-dihydrobenzofuran-4-carboxylic acid 1q (276 mg, 0.63 mmol) and O-(benzotriazol-1-yl)-N,N,N′,N′-tetra methyluronium tetrafluoroborate (202 mg, 0.63 mmol) were dissolved in 20 mL of anhydrous dichloromethane, added with diisopropylethylamine (0.2 mL, 1.4 mmol), [(2R)-4-benzylmorpholin-2-yl]methanamine 15a (130 mg, 0.63 mmol) successively with stirring. The reaction solution was stirred for 3 hours. The resulting solution was... The product is Cl, COc1cc2c(Nc3cc(O)c(C)cc3F)cnnc2cc1OCc1csc(C)n1. Reaction SMILES: [CH3:33][CH:34]([OH:35])[CH2:36][CH2:37][CH3:38].[CH:39]([OH:40])([CH3:41])[CH3:42].[Cl:1][c:2]1[cH:3][n:4][n:5][c:6]2[cH:7][c:8]([O:14][CH2:15][c:16]3[n:17][c:18]([CH3:21])[s:19][cH:20]3)[c:9]([O:12][CH3:13])[cH:10][c:11]12.[ClH:32].[F:22][c:23]1[c:24]([NH2:25])[cH:26][c:27]([OH:31])[c:28]([CH3:30])[cH:29]1>>[ClH:1].[c:2]1([NH:25][c:24]2[c:23]([F:22])[cH:29][c:28]([CH3:30])[c:27]([OH:31])[cH:26]2)[cH:3][n:4][n:5][c:6]2[cH:7][c:8]([O:14][CH2:15][c:16]3[n:17][c:18]([CH3:21])[s:19][cH:20]3)[c:9]([O:12][CH3:13])[cH:10][c:11]12. Starting materials: CCCC(C)O, CC(C)O, COc1cc2c(Cl)cnnc2cc1OCc1csc(C)n1, Cl, Cc1cc(F)c(N)cc1O. Starting materials: C(C)(=O)OC1C(N=C(N1C)NC(=O)NC1=CC(=CC=C1)Cl)=O (N-(5-acetyloxy-4,5-dihydro-1-methyl-4-oxo-1H-imidazol-2-yl)-N'-(3-chlorophenyl) urea), compound, Cl (HCl). Run in C1CCOC1.O (THF water), CCOCC (ether). Run at temperature 70 celsius. The product is ClC=1C=C(C=CC1)NC(=O)NC=1N(C(C(N1)=O)OC)C (N-3-Chlorophenyl-N'-(4,5-dihydro-5-methoxy-1-methyl-4-oxo-1H-imidazol-2-yl)urea). The yield is 35.0%. As a reaction SMILES: [C:1]([O:4][CH:5]1[N:9]([CH3:10])[C:8]([NH:11][C:12]([NH:14][C:15]2[CH:20]=[CH:19][CH:18]=[C:17]([Cl:21])[CH:16]=2)=[O:13])=[N:7][C:6]1=[O:22])(=O)C.Cl>CCOCC.C1COCC1.O>[Cl:21][C:17]1[CH:16]=[C:15]([NH:14][C:12]([NH:11][C:8]2[N:9]([CH3:10])[CH:5]([O:4][CH3:1])[C:6](=[O:22])[N:7]=2)=[O:13])[CH:20]=[CH:19][CH:18]=1 |f:3.4|. Procedure: A solution of 10.00 g (0.031 mol) of N-(5-acetyloxy-4,5-dihydro-1-methyl-4-oxo-1H-imidazol-2-yl)-N'-(3-chlorophenyl) urea. The compound from Example 1a, in 200 ml of anhydrous ether was treated with anhydrous HCl until no more precipitation occurred. The solid was filtered, with anhydrous ether and dissolved in 200 ml of warm (70° C.) methanol. The reaction mixture was cooled to room temperature and after 1 hr filtered. Concentration of the filtrate gave additional material which was combined wi... Starting materials: CCC=CC(=O)O, CCOC(C)=O, CN1CCOCC1, CC(C)COC(=O)Cl, NCCc1ccc(F)cc1, C1CCOC1. Yields the product CCC=CC(=O)NCCc1ccc(F)cc1. Reaction SMILES: [C:1]([CH:2]=[CH:3][CH2:4][CH3:5])(=[O:6])[OH:7].[CH3:38][CH2:39][O:40][C:41](=[O:42])[CH3:43].[CH3:8][N:9]1[CH2:10][CH2:11][O:12][CH2:13][CH2:14]1.[Cl:15][C:16]([O:17][CH2:18][CH:19]([CH3:20])[CH3:21])=[O:22].[F:23][c:24]1[cH:25][cH:26][c:27]([CH2:30][CH2:31][NH2:32])[cH:28][cH:29]1.[O:33]1[CH2:34][CH2:35][CH2:36][CH2:37]1>>[C:1]([CH:2]=[CH:3][CH2:4][CH3:5])(=[O:7])[NH:32][CH2:31][CH2:30][c:27]1[cH:26][cH:25][c:24]([F:23])[cH:29][cH:28]1.